Task: describe an organic reaction: reactants, conditions, products, and yield. Dataset: the Open Reaction Database (ORD), a public repository of structured organic reaction records Starting materials: C(C1=CC=CC=C1)OC(=O)N[C@H]1[C@H]2SC([C@@H](N2C1=O)C(=O)OC)(C)C (Methyl (2S,5R,6R)-6-benzyloxycarbonylamino-3,3-dimethyl-7-oxo-4-thia-1-azabicyclo [3,2,0] heptane-2-carboxylate), [H][H] (hydrogen). Reagents/catalysts: [Pd] (palladium on activated carbon). Solvent: C(C)(=O)OCC (ethyl acetate). Product: N[C@H]1[C@H]2SC([C@@H](N2C1=O)C(=O)OC)(C)C (methyl (2S,5R,6R)-6-amino-3,3-dimethyl-7-oxo-4-thia-1-azabicyclo [3,2,0] heptane-2-carboxylate). RXN SMILES: C(OC([NH:11][C@@H:12]1[C:18](=[O:19])[N:17]2[C@@H:13]1[S:14][C:15]([CH3:25])([CH3:24])[C@@H:16]2[C:20]([O:22][CH3:23])=[O:21])=O)C1C=CC=CC=1.[H][H]>[Pd].C(OCC)(=O)C>[NH2:11][C@@H:12]1[C:18](=[O:19])[N:17]2[C@@H:13]1[S:14][C:15]([CH3:25])([CH3:24])[C@@H:16]2[C:20]([O:22][CH3:23])=[O:21]. Reported procedure: Methyl (2S,5R,6R)-6-benzyloxycarbonylamino-3,3-dimethyl-7-oxo-4-thia-1-azabicyclo [3,2,0] heptane-2-carboxylate (364 mg, 1 mmol) was hydrogenated with about 1.5 g of 10% palladium on activated carbon in 25 ml of ethyl acetate at 50 psi hydrogen pressure at room temperature for 10 hrs. After removal of catalyst by filtration, deprotected methyl (2S,5R,6R)-6-amino-3,3-dimethyl-7-oxo-4-thia-1-azabicyclo [3,2,0] heptane-2-carboxylate in ethyl acetate was obtained. Starting materials: ClCCl.C(C)(=O)OCC.CCCCCC (dichloromethane ethyl acetate hexane), COC=1C=C(CCNC(C(C(=O)NCCC2=CC(=C(C=C2)OC)OC)NC([C@H](CC2=CC=CC=C2)SCC2=CC=C(C=C2)OC)=O)=O)C=CC1OC (N,N′-di-(3,4-dimethoxyphenethyl)-2-((S)-2-(p-methoxybenzylmercapto)-3-phenylpropionylamino)malonamide), C1(=CC=CC=C1)OC (anisole), C=1(C(OC)=CC=CC1)OC (veratrole). The reagents and catalysts are C(C)(=O)[O-].[Hg+2].C(C)(=O)[O-] (mercury (II) acetate). Solvent: ClCCl.C(C)(=O)OCC (dichloromethane ethyl acetate), ClCCl (dichloromethane). Conditions: time 3 hour. The product is COC=1C=C(CCNC(C(C(=O)NCCC2=CC(=C(C=C2)OC)OC)NC([C@H](CC2=CC=CC=C2)S)=O)=O)C=CC1OC (N,N′-di-(3,4-dimethoxyphenethyl)-2-((S)-2-mercapto-3-phenylpropionylamino)malonamide). RXN SMILES: [CH3:1][O:2][C:3]1[CH:4]=[C:5]([CH:48]=[CH:49][C:50]=1[O:51][CH3:52])[CH2:6][CH2:7][NH:8][C:9](=[O:47])[CH:10]([NH:26][C:27](=[O:46])[C@@H:28]([S:36]CC1C=CC(OC)=CC=1)[CH2:29][C:30]1[CH:35]=[CH:34][CH:33]=[CH:32][CH:31]=1)[C:11]([NH:13][CH2:14][CH2:15][C:16]1[CH:21]=[CH:20][C:19]([O:22][CH3:23])=[C:18]([O:24][CH3:25])[CH:17]=1)=[O:12].C1(OC)C=CC=CC=1.C1(OC)C(=CC=CC=1)OC.ClCCl.C(OCC)(=O)C.CCCCCC>ClCCl.C([O-])(=O)C.[Hg+2].C([O-])(=O)C.ClCCl.C(OCC)(=O)C>[CH3:25][O:24][C:18]1[CH:17]=[C:16]([CH:21]=[CH:20][C:19]=1[O:22][CH3:23])[CH2:15][CH2:14][NH:13][C:11](=[O:12])[CH:10]([NH:26][C:27](=[O:46])[C@@H:28]([SH:36])[CH2:29][C:30]1[CH:31]=[CH:32][CH:33]=[CH:34][CH:35]=1)[C:9]([NH:8][CH2:7][CH2:6][C:5]1[CH:48]=[CH:49][C:50]([O:51][CH3:52])=[C:3]([O:2][CH3:1])[CH:4]=1)=[O:47] |f:3.4.5,7.8.9,10.11|. Reported procedure: Combine of N,N′-di-(3,4-dimethoxyphenethyl)-2-((S)-2-(p-methoxybenzylmercapto)-3-phenylpropionylamino)malonamide (0.139 g, 0.19 mmol), mercury (II) acetate (0.076 g), and anisole (0.3 mL), and veratrole (0.24 mL) in dichloromethane (10 mL). Cool in an ice bath and degas by repeatedly applying vacuum and filling the vessel with nitrogen. Add trifluoroacetic acid (4 mL). After 3 hours, purge with hydrogen sulfide (gas) for about 10 minutes. Filter and evaporate in vacuo to give a residue. Chromato... Reactants: BrCc1ccccc1, [Li]CCCC, CN(C)P(=O)(N(C)C)N(C)C, CC(C)NC(C)C, C1CCOC1, O, COC(=O)CC(C)O. The product is COC(=O)C(Cc1ccccc1)C(C)O. RXN SMILES: [Br:21][CH2:22][c:23]1[cH:24][cH:25][cH:26][cH:27][cH:28]1.[CH2:8]([Li:9])[CH2:10][CH2:11][CH3:12].[CH3:29][N:30]([P:31]([N:32]([CH3:33])[CH3:34])([N:35]([CH3:36])[CH3:37])=[O:38])[CH3:39].[CH:1]([NH:2][CH:3]([CH3:4])[CH3:5])([CH3:6])[CH3:7].[O:41]1[CH2:42][CH2:43][CH2:44][CH2:45]1.[OH2:40].[OH:13][CH:14]([CH2:15][C:16](=[O:17])[O:18][CH3:19])[CH3:20]>>[OH:13][CH:14]([CH:15]([C:16](=[O:17])[O:18][CH3:19])[CH2:22][c:23]1[cH:24][cH:25][cH:26][cH:27][cH:28]1)[CH3:20]. The reactants are C(=O)([O-])C(O)C(O)C(=O)[O-].[K+].[Na+] (sodium potassium tartrate), C(C1=CC=CC=C1)[C@H]1N(C(OC1)=O)C([C@H](C[C@@H]([C@H]([C@H](C=C[C@H](C[C@@H]([C@@H](C=CCOC(C1=CC=CC=C1)(C1=CC=CC=C1)C1=CC=CC=C1)C)O[Si](C)(C)C(C)(C)C)O[Si](C)(C)C(C)(C)C)C)OCC1=CC=C(C=C1)OC)C)C)=O (4(R)-Benzyl-3-[9(S),11(S)-bis-(tert-butyl-dimethyl-silanyloxy)-5(R)-(4-methoxy-benzyloxy)-2(S),4(S),6(S),12(R)-tetramethyl-15-trityloxy-pentadeca-7,13-dienoyl]-oxazolidin-2-one), CO (MeOH), [Li+].[BH4-] (LiBH4). Run in C1CCOC1 (THF), C1CCOC1 (THF). Conditions: temperature 0 celsius, time 2 hour. Yields the product C(C)(C)(C)[Si](O[C@H](C=C[C@@H]([C@@H]([C@H](C[C@@H](CO)C)C)OCC1=CC=C(C=C1)OC)C)C[C@@H]([C@@H](C=CCOC(C1=CC=CC=C1)(C1=CC=CC=C1)C1=CC=CC=C1)C)O[Si](C)(C)C(C)(C)C)(C)C (9(S),11 (S)-Bis-(tert-butyl-dimethyl-silanyloxy)-5(R)-(4-methoxy-benzyloxy)-2(S),4(S),6(S),12(R)-tetramethyl-15-trityloxy-pentadeca-7,13-dien-1-ol). Isolated yield 86.7%. Reaction SMILES: C([C@@H]1COC(=O)N1[C:14](=[O:79])[C@@H:15]([CH3:78])[CH2:16][C@H:17]([CH3:77])[C@@H:18]([O:67][CH2:68][C:69]1[CH:74]=[CH:73][C:72]([O:75][CH3:76])=[CH:71][CH:70]=1)[C@@H:19]([CH3:66])[CH:20]=[CH:21][C@@H:22]([O:58][Si:59]([C:62]([CH3:65])([CH3:64])[CH3:63])([CH3:61])[CH3:60])[CH2:23][C@H:24]([O:50][Si:51]([C:54]([CH3:57])([CH3:56])[CH3:55])([CH3:53])[CH3:52])[C@H:25]([CH3:49])[CH:26]=[CH:27][CH2:28][O:29][C:30]([C:43]1[CH:48]=[CH:47][CH:46]=[CH:45][CH:44]=1)([C:37]1[CH:42]=[CH:41][CH:40]=[CH:39][CH:38]=1)[C:31]1[CH:36]=[CH:35][CH:34]=[CH:33][CH:32]=1)C1C=CC=CC=1.CO.[Li+].[BH4-].C(C(C(C([O-])=O)O)O)([O-])=O.[K+].[Na+]>C1COCC1>[C:62]([Si:59]([CH3:60])([CH3:61])[O:58][C@@H:22]([CH2:23][C@H:24]([O:50][Si:51]([C:54]([CH3:55])([CH3:56])[CH3:57])([CH3:52])[CH3:53])[C@H:25]([CH3:49])[CH:26]=[CH:27][CH2:28][O:29][C:30]([C:31]1[CH:32]=[CH:33][CH:34]=[CH:35][CH:36]=1)([C:43]1[CH:48]=[CH:47][CH:46]=[CH:45][CH:44]=1)[C:37]1[CH:42]=[CH:41][CH:40]=[CH:39][CH:38]=1)[CH:21]=[CH:20][C@H:19]([CH3:66])[C@H:18]([O:67][CH2:68][C:69]1[CH:70]=[CH:71][C:72]([O:75][CH3:76])=[CH:73][CH:74]=1)[C@@H:17]([CH3:77])[CH2:16][C@H:15]([CH3:78])[CH2:14][OH:79])([CH3:64])([CH3:65])[CH3:63] |f:2.3,4.5.6|. Procedure: To a stirred solution of 69 (0.41 g, 0.37 mmol) in THF (1.5 ml) at 0° C. was added MeOH (0.015 ml) and LiBH4 (0.81 ml, 2.0 M soln in THF) dropwise. After stirring 2 h at 0° C., saturated sodium potassium tartrate (10 ml) was added dropwise. The reaction mixture was warmed to room temperature and extracted with CH2Cl2 (10 ml×2). The combined organic layer were washed with brine (10 ml) and dried over anhydrous MgSO4, evaporated and the residue was chromatographed (hexane/EtOAc 4:1) to yield 70 (0... Starting materials: NCCc1ccc(NS(=O)(=O)c2ccccc2)cc1, c1cncc(OCC2CO2)c1. Product: O=S(=O)(Nc1ccc(CCNCC(O)COc2cccnc2)cc1)c1ccccc1. Reaction SMILES: [NH2:12][CH2:13][CH2:14][c:15]1[cH:16][cH:17][c:18]([NH:21][S:22](=[O:23])(=[O:24])[c:25]2[cH:26][cH:27][cH:28][cH:29][cH:30]2)[cH:19][cH:20]1.[n:1]1[cH:2][c:3]([O:7][CH2:8][CH:9]2[O:10][CH2:11]2)[cH:4][cH:5][cH:6]1>>[n:1]1[cH:2][c:3]([O:7][CH2:8][CH:9]([OH:10])[CH2:11][NH:12][CH2:13][CH2:14][c:15]2[cH:16][cH:17][c:18]([NH:21][S:22](=[O:23])(=[O:24])[c:25]3[cH:26][cH:27][cH:28][cH:29][cH:30]3)[cH:19][cH:20]2)[cH:4][cH:5][cH:6]1.